From a dataset of the Open Reaction Database (ORD), a public repository of structured organic reaction records. describe an organic reaction: reactants, conditions, products, and yield The reactants are OCCN1CCN(CC1)CC(=O)N1C2=C(C(NC3=C1C=CC=C3)=S)C=CC=N2 (6,11-dihydro-11-[[4-(2-hydroxyethyl)piperazino]acetyl]-5H-pyrido[2,3-b][1,5]benzodiazepin-5-thione), C(NN)(=O)OCC (ethyl carbazate). The product is OCCN1CCN(CC1)CC(=O)N1C2=C(C=3N(C4=C1C=CC=C4)C(NN3)=O)C=CC=N2 (2,9-dihydro-9-[[4-(2-hydroxyethyl)-piperazino]acetyl]-3H-pyrido[3,2-c]-s-triazolo[4,3-a][1,5]benzodiazepin-3-one). Reaction SMILES: [OH:1][CH2:2][CH2:3][N:4]1[CH2:9][CH2:8][N:7]([CH2:10][C:11]([N:13]2[C:19]3[CH:20]=[CH:21][CH:22]=[CH:23][C:18]=3[NH:17][C:16](=S)[C:15]3[CH:25]=[CH:26][CH:27]=[N:28][C:14]2=3)=[O:12])[CH2:6][CH2:5]1.[C:29](OCC)(=[O:32])[NH:30][NH2:31]>>[OH:1][CH2:2][CH2:3][N:4]1[CH2:9][CH2:8][N:7]([CH2:10][C:11]([N:13]2[C:19]3[CH:20]=[CH:21][CH:22]=[CH:23][C:18]=3[N:17]3[C:29](=[O:32])[NH:30][N:31]=[C:16]3[C:15]3[CH:25]=[CH:26][CH:27]=[N:28][C:14]2=3)=[O:12])[CH2:6][CH2:5]1. Procedure details: In the manner given in Example 13, 6,11-dihydro-11-[[4-(2-hydroxyethyl)piperazino]acetyl]-5H-pyrido[2,3-b][1,5]benzodiazepin-5-thione is heated to about 200° C. with ethyl carbazate to give 2,9-dihydro-9-[[4-(2-hydroxyethyl)-piperazino]acetyl]-3H-pyrido[3,2-c]-s-triazolo[4,3-a][1,5]benzodiazepin-3-one. Yields the product Nc1cccc(OCc2cccc(F)c2)c1. Reactants: CO, [Cl-], O=[N+]([O-])c1cccc(OCc2cccc(F)c2)c1, [Fe], [NH4+], C1CCOC1, O. As a reaction SMILES: [CH3:21][OH:22].[Cl-:19].[F:1][c:2]1[cH:3][c:4]([CH2:5][O:6][c:7]2[cH:8][c:9]([N+:13]([O-:14])=[O:15])[cH:10][cH:11][cH:12]2)[cH:16][cH:17][cH:18]1.[Fe:28].[NH4+:20].[O:23]1[CH2:24][CH2:25][CH2:26][CH2:27]1.[OH2:29]>>[F:1][c:2]1[cH:3][c:4]([CH2:5][O:6][c:7]2[cH:8][c:9]([NH2:13])[cH:10][cH:11][cH:12]2)[cH:16][cH:17][cH:18]1. Starting materials: BrC=1C2=C(SC1C(=O)OC)C=CC=C2 (Methyl 3-bromobenzo[b]thiophene-2-carboxylate), C(C=C)#N (acrylonitrile), solution, CN(C1CCCCC1)C1CCCCC1 (N-methyldicyclohexylamine), C(C)(C)(C)P(C(C)(C)C)C(C)(C)C (tri-tert-butylphosphine). Reagents/catalysts: C=1C=CC(=CC1)/C=C/C(=O)/C=C/C2=CC=CC=C2.C=1C=CC(=CC1)/C=C/C(=O)/C=C/C2=CC=CC=C2.C=1C=CC(=CC1)/C=C/C(=O)/C=C/C2=CC=CC=C2.[Pd].[Pd] (tris(dibenzylideneacetone)dipalladium(0)). The solvent is C(C)(=O)OCC (ethyl acetate), C1(=CC=CC=C1)C (toluene), O1CCOCC1 (1,4-dioxane). Run at temperature 50 celsius. The product is C(#N)/C=C/C=1C2=C(SC1C(=O)OC)C=CC=C2 ((E)-Methyl 3-(2-cyanovinyl)benzo[b]thiophene-2-carboxylate). As a reaction SMILES: Br[C:2]1[C:3]2[CH:14]=[CH:13][CH:12]=[CH:11][C:4]=2[S:5][C:6]=1[C:7]([O:9][CH3:10])=[O:8].C[N:16](C1CCCCC1)[CH:17]1CCC[CH2:19][CH2:18]1.C(P(C(C)(C)C)C(C)(C)C)(C)(C)C.C(#N)C=C>O1CCOCC1.C1(C)C=CC=CC=1.C(OCC)(=O)C.C1C=CC(/C=C/C(/C=C/C2C=CC=CC=2)=O)=CC=1.C1C=CC(/C=C/C(/C=C/C2C=CC=CC=2)=O)=CC=1.C1C=CC(/C=C/C(/C=C/C2C=CC=CC=2)=O)=CC=1.[Pd].[Pd]>[C:17](/[CH:18]=[CH:19]/[C:2]1[C:3]2[CH:14]=[CH:13][CH:12]=[CH:11][C:4]=2[S:5][C:6]=1[C:7]([O:9][CH3:10])=[O:8])#[N:16] |f:7.8.9.10.11|. Procedure details: In a flask under nitrogen was placed tris(dibenzylideneacetone)dipalladium(0) (313 mg, 0.34 mmol) in 25 mL of 1,4-dioxane followed by the product obtained from Example 97A (4.5 g, 16.7 mmol), N-methyldicyclohexylamine (3.91 g, 20.0 mmol), tri-tert-butylphosphine (0.68 mL of a 1.0 M solution in toluene, 0.68 mmol) and acrylonitrile (1.06 g, 20.0 mmol). The mixture was stirred and heated at 50° C. under nitrogen for 90 minutes and then cooled and diluted with 100 mL of ethyl acetate and stirred fo... Conditions: time 30 minute. As a reaction SMILES: [H-].[Na+].[CH3:3][C:4]1([CH3:16])[O:9][CH2:8][C:7]([C:11]2[S:12][CH:13]=[CH:14][N:15]=2)([OH:10])[CH2:6][O:5]1.Cl[CH2:18][C:19]1[CH:24]=[CH:23][C:22]([O:25][CH3:26])=[CH:21][CH:20]=1>CN(C)C=O.[I-].C([N+](CCCC)(CCCC)CCCC)CCC>[CH3:26][O:25][C:22]1[CH:23]=[CH:24][C:19]([CH2:18][O:10][C:7]2([C:11]3[S:12][CH:13]=[CH:14][N:15]=3)[CH2:8][O:9][C:4]([CH3:16])([CH3:3])[O:5][CH2:6]2)=[CH:20][CH:21]=1 |f:0.1,5.6|. The product is COC1=CC=C(COC2(COC(OC2)(C)C)C=2SC=CN2)C=C1 (2-(5-(4-methoxybenzyloxy)-2,2-dimethyl-1,3-dioxan-5-yl)thiazole). The reagents and catalysts are [I-].C(CCC)[N+](CCCC)(CCCC)CCCC (tetrabutylammonium iodide). Reactants: CC1(OCC(CO1)(O)C=1SC=CN1)C (2,2-dimethyl-5-(thiazol-2-yl)-1,3-dioxan-5-ol), ClCC1=CC=C(C=C1)OC (1-(chloromethyl)-4-methoxybenzene), [H-].[Na+] (sodium hydride). The solvent is CN(C=O)C (N,N-dimethylformamide), CN(C=O)C (N,N-dimethylformamide). Reported procedure: To an ambient suspension of sodium hydride (1.136 g, 47.3 mmol) in N,N-dimethylformamide (126 ml) was added 2,2-dimethyl-5-(thiazol-2-yl)-1,3-dioxan-5-ol (Example 11A) (8.15 g, 37.9 mmol) as a solution in N,N-dimethylformamide (20 mL). The reaction was stirred for 30 minutes, and tetrabutylammonium iodide (0.699 g, 1.893 mmol) and 1-(chloromethyl)-4-methoxybenzene (6.42 ml, 47.3 mmol) were sequentially added. The reaction was stirred overnight and then quenched by the addition of saturated aqueo... Reactants: CC1=CC=C(C=N1)C=CC(=O)O (3-(6-Methyl-3-pyridyl)propenoic acid), [H][H] (hydrogen), ethyl ester, CC1=CC=C(C=N1)C=O (6-methylpyridine-3-carboxaldehyde), C(CC(=O)O)(=O)O (malonic acid). The reagents and catalysts are [Pd] (palladium-on-charcoal), N1CCCCC1 (piperidine). The solvent is N1=CC=CC=C1 (pyridine). Yields the product CC1=CC=C(C=N1)CCC(=O)OCC (ethyl 3-(6-methyl-3-pyridyl)-propionate). Reaction SMILES: [CH3:1][C:2]1[N:7]=[CH:6][C:5]([CH:8]=[CH:9][C:10]([OH:12])=[O:11])=[CH:4][CH:3]=1.[CH3:13][C:14]1N=CC(C=O)=CC=1.C(O)(=O)CC(O)=O.[H][H]>N1C=CC=CC=1.N1CCCCC1.[Pd]>[CH3:1][C:2]1[N:7]=[CH:6][C:5]([CH2:8][CH2:9][C:10]([O:12][CH2:13][CH3:14])=[O:11])=[CH:4][CH:3]=1. Reported procedure: 3-(6-Methyl-3-pyridyl)propenoic acid, m.p. 213.5-215.5°, was prepared by reacting 6-methylpyridine-3-carboxaldehyde with malonic acid in pyridine with piperidine catalyst, and was converted into the corresponding ethyl ester m.p. 36°-37° which was reduced with hydrogen and palladium-on-charcoal catalyst to give ethyl 3-(6-methyl-3-pyridyl)-propionate (oil). This ester was reacted with sodium and ethyl formate and the product treated with thiourea to give 5-(6-methyl-3-pyridylmethyl)-2-thiouracil...